Dataset: the Open Reaction Database (ORD), a public repository of structured organic reaction records. Task: describe an organic reaction: reactants, conditions, products, and yield The reactants are C1NCC2(C3=CC=CC=C13)OC1=C(C2)C=CC=C1 (spiro[benzofuran-2(3H),4'(2'H)-isoquinoline]), Grignard reagent, FC1=C(CCl)C=CC=C1 (2-fluorobenzyl chloride), FC1=C(CBr)C=CC=C1 (2-fluorobenzyl bromide), [H][H] (hydrogen), C1NCC(C2=CC=CC=C12)=O (2,3-dihydro-4(1H)isoquinolone). Yields the product C1NCC(C2=CC=CC=C12)O (1,2,3,4-tetrahydro-4-isoquinolinol). As a reaction SMILES: [CH2:1]1[C:10]2[C:5](=[CH:6][CH:7]=[CH:8][CH:9]=2)[C:4]2(CC3C=CC=CC=3[O:11]2)[CH2:3][NH:2]1.[H][H].C1C2C(=CC=CC=2)C(=O)CN1.FC1C=CC=CC=1CCl.FC1C=CC=CC=1CBr>>[CH2:1]1[C:10]2[C:5](=[CH:6][CH:7]=[CH:8][CH:9]=2)[CH:4]([OH:11])[CH2:3][NH:2]1. Reported procedure: To prepare the parent ring system 7, i.e., the spiro[benzofuran-2(3H),4'(2'H)-isoquinoline] 1 wherein R is hydrogen, a 2,3-dihydro-4(1H)isoquinolone 3 wherein R is loweralkyl or benzyl is treated with a Grignard reagent 4, prepared from a 2-fluorobenzyl chloride or 2-fluorobenzyl bromide by conventional methods, to afford the 1,2,3,4-tetrahydro-4-isoquinolinol 2, which is cyclized to the spiro[benzofuran-2(3H),4'(2'H)-isoquinoline] 5, wherein R is loweralkyl or benzyl and dealkylated or debenzyl... Reactants: C1(=CC=CC=C1)[C@@H]1[C@@H](N2[C@@H](CCCCC2)C(O1)=O)C1=CC=CC=C1 ((3R,4S,9aS)-3,4-diphenyl-octahydro-2-oxa-4a-aza-benzocyclohepten-1-one). The reagents and catalysts are [Pd](Cl)Cl (Palladium (II) chloride). Run in C1CCOC1 (THF), CCO (EtOH). Reaction conditions: time 12 hour. Yields the product N1[C@@H](CCCCC1)C(=O)O ((S)-Perhydro-azepine-2-carboxylic acid). As a reaction SMILES: C1([C@H]2[O:17][C:16](=[O:18])[C@@H:10]3[CH2:11][CH2:12][CH2:13][CH2:14][CH2:15][N:9]3[C@H]2C2C=CC=CC=2)C=CC=CC=1>C1COCC1.CCO.[Pd](Cl)Cl>[NH:9]1[CH2:15][CH2:14][CH2:13][CH2:12][CH2:11][C@H:10]1[C:16]([OH:18])=[O:17]. Procedure details: Palladium (II) chloride (800 mg, 4.51 mmol) is added to a solution of (3R,4S,9aS)-3,4-diphenyl-octahydro-2-oxa-4a-aza-benzocyclohepten-1-one (4.5 g, 14.0 mmol) in THF (140 mL) and EtOH (160 mL). The reaction mixture is stirred for 12 hours under H2 atmosphere at 50 psi, then filtered through celite that is washed with EtOH. Removal of the solvent under reduced pressure affords the title compound m/z 144 [M+H].